Dataset: the Open Reaction Database (ORD), a public repository of structured organic reaction records. Task: describe an organic reaction: reactants, conditions, products, and yield The reactants are CSc1nccc(-c2ccc(Br)s2)n1, ClCCl, O=C(OO)c1cccc(Cl)c1. The product is CS(=O)c1nccc(-c2ccc(Br)s2)n1. Reaction SMILES: [Br:1][c:2]1[cH:3][cH:4][c:5](-[c:7]2[n:8][c:9]([S:13][CH3:14])[n:10][cH:11][cH:12]2)[s:6]1.[Cl:26][CH2:27][Cl:28].[OH:15][O:16][C:17]([c:18]1[cH:19][c:20]([Cl:21])[cH:22][cH:23][cH:24]1)=[O:25]>>[Br:1][c:2]1[cH:3][cH:4][c:5](-[c:7]2[n:8][c:9]([S:13]([CH3:14])=[O:15])[n:10][cH:11][cH:12]2)[s:6]1. Starting materials: C(C)(C)(C)OC(NC1=C(C=C(C(=C1)NCC(C)C)C(F)(F)F)NC(CC(=O)C1=CC(=CC=C1)N1C=NC=C1)=O)=O ({2-[3-(3-imidazol-1-yl-phenyl)-3-oxo-propionylamino]-5-isobutylamino-4-trifluoromethyl-phenyl}-carbamic acid tert-butyl ester), C(=O)(C(F)(F)F)O (TFA). Run in C(Cl)Cl (CH2Cl2). The product is N1(C=NC=C1)C=1C=C(C=CC1)C1=NC2=C(NC(C1)=O)C=C(C(=C2)NCC(C)C)C(F)(F)F (4-(3-Imidazol-1-yl-phenyl)-7-isobutylamino-8-trifluoromethyl-1,3-dihydro-benzo[b][1,4]diazepin-2-one), solid. The yield is 76.0%. Reaction SMILES: C(OC(=O)[NH:7][C:8]1[CH:13]=[C:12]([NH:14][CH2:15][CH:16]([CH3:18])[CH3:17])[C:11]([C:19]([F:22])([F:21])[F:20])=[CH:10][C:9]=1[NH:23][C:24](=[O:39])[CH2:25][C:26]([C:28]1[CH:33]=[CH:32][CH:31]=[C:30]([N:34]2[CH:38]=[CH:37][N:36]=[CH:35]2)[CH:29]=1)=O)(C)(C)C.C(O)(C(F)(F)F)=O>C(Cl)Cl>[N:34]1([C:30]2[CH:29]=[C:28]([C:26]3[CH2:25][C:24](=[O:39])[NH:23][C:9]4[CH:10]=[C:11]([C:19]([F:20])([F:21])[F:22])[C:12]([NH:14][CH2:15][CH:16]([CH3:17])[CH3:18])=[CH:13][C:8]=4[N:7]=3)[CH:33]=[CH:32][CH:31]=2)[CH:38]=[CH:37][N:36]=[CH:35]1. Reported procedure: The title compound was prepared from {2-[3-(3-imidazol-1-yl-phenyl)-3-oxo-propionylamino]-5-isobutylamino-4-trifluoromethyl-phenyl}-carbamic acid tert-butyl ester (Example M125) (0.43 g, 0.77 mmol) by treatment with TFA in CH2Cl2 according to the general procedure N. Obtained as a light yellow solid (260 mg, 76%). Starting materials: CC(CNC1=C(C=NC2=CC=CN=C12)N)C (N4-(2-methylpropyl)[1,5]naphthyridine-3,4-diamine), COC(=O)NC(OC)=NC(=O)OC (1,3-dimethoxycarbonyl-O-methylisourea), C(C)(=O)O (acetic acid), C1(=CC=C(C=C1)S(=O)(=O)O)C (p-toluenesulfonic acid). Run in CO (methanol). Product: CC(CN1C(=NC=2C=NC=3C=CC=NC3C21)NC(OC)=O)C (methyl [1-(2-methylpropyl)-1H-imidazo[4,5-c][1,5]naphthyridin-2-yl]carbamate). Reaction SMILES: [CH3:1][CH:2]([CH3:16])[CH2:3][NH:4][C:5]1[C:14]2[C:9](=[CH:10][CH:11]=[CH:12][N:13]=2)[N:8]=[CH:7][C:6]=1[NH2:15].[CH3:17][O:18][C:19]([NH:21][C:22](=NC(OC)=O)OC)=[O:20].C(O)(=O)C.C1(C)C=CC(S(O)(=O)=O)=CC=1>CO>[CH3:1][CH:2]([CH3:16])[CH2:3][N:4]1[C:5]2[C:14]3[N:13]=[CH:12][CH:11]=[CH:10][C:9]=3[N:8]=[CH:7][C:6]=2[N:15]=[C:22]1[NH:21][C:19](=[O:20])[O:18][CH3:17]. Procedure details: A mixture of N4-(2-methylpropyl)[1,5]naphthyridine-3,4-diamine (Gerster et al, U.S. Pat. No. 6,194,425, Example 30 Part A, 4.10 g, 19.0 mmol), 1,3-dimethoxycarbonyl-O-methylisourea (7.21 g, 37.9 mmol), acetic acid (5.69 g, 94.8 mmol), and p-toluenesulfonic acid (3.60 g, 19.0 mmol) in methanol (50 mL) was heated at reflux for 16 hours. The volatiles were removed under reduced pressure, and the residue was dissolved in chloroform (150 mL). The solution was washed sequentially with water (150 mL), ... Starting materials: C(C)(C)(C)OP(=O)(OC(C)(C)C)OCC(C)(C)NC(=O)C1=CC(=C(C=C1)SC1=CC=C(C=C1)NC(OC(C)(C)C)=O)NC=1C2=C(N=CN1)N=C(C=C2)C(C)C (tert-butyl 4-(4-(1-(di-tert-butoxyphosphoryloxy)-2-methylpropan-2-ylcarbamoyl)-2-(7-isopropylpyrido[2,3-d]pyrimidin-4-ylamino)phenylthio)phenylcarbamate), FC(C(=O)O)(F)F (trifluoroacetic acid), C(O)([O-])=O.[Na+] (sodium hydrogencarbonate). Solvent: ClCCl (dichloromethane). Conditions: time 1 hour. The product is P(=O)(OCC(C)(C)NC(C1=CC(=C(C=C1)SC1=CC=C(C=C1)N)NC=1C2=C(N=CN1)N=C(C=C2)C(C)C)=O)([O-])[O-].[Na+].[Na+] (sodium 2-(4-(4-aminophenylthio)-3-(7-isopropylpyrido[2,3-d]pyrimidin-4-ylamino)benzamido)-2-methylpropyl phosphate). Isolated yield 90.7%. Reaction SMILES: C([O:5][P:6]([O:13][CH2:14][C:15]([NH:18][C:19]([C:21]1[CH:26]=[CH:25][C:24]([S:27][C:28]2[CH:33]=[CH:32][C:31]([NH:34]C(=O)OC(C)(C)C)=[CH:30][CH:29]=2)=[C:23]([NH:42][C:43]2[C:44]3[CH:52]=[CH:51][C:50]([CH:53]([CH3:55])[CH3:54])=[N:49][C:45]=3[N:46]=[CH:47][N:48]=2)[CH:22]=1)=[O:20])([CH3:17])[CH3:16])([O:8]C(C)(C)C)=[O:7])(C)(C)C.FC(F)(F)C(O)=O.C(=O)([O-])O.[Na+:67]>ClCCl>[P:6]([O-:7])([O-:8])([O:13][CH2:14][C:15]([NH:18][C:19](=[O:20])[C:21]1[CH:26]=[CH:25][C:24]([S:27][C:28]2[CH:29]=[CH:30][C:31]([NH2:34])=[CH:32][CH:33]=2)=[C:23]([NH:42][C:43]2[C:44]3[CH:52]=[CH:51][C:50]([CH:53]([CH3:54])[CH3:55])=[N:49][C:45]=3[N:46]=[CH:47][N:48]=2)[CH:22]=1)([CH3:17])[CH3:16])=[O:5].[Na+:67].[Na+:67] |f:2.3,5.6.7|. Procedure details: The product of Example 438D (90 mg, 0.11 mmol) in dichloromethane (0.5 mL) was reacted with trifluoroacetic acid [TFA] (0.5 mL) dropwise at room temperature then stirred for 1 hour. The reaction was concentrated and re-dissolved in a mixture of methanol and water to which was added sodium hydrogencarbonate (0.10 g, 1.19 mmol). Purification of the residue on a reverse phase C18 column eluting with a gradient of methanol in water (0-100%) gave the title compound as a yellow solid (62.5 mg, 88%). 1... Reactants: CO, CCCc1nnc(CN2C(=O)c3ccccc3C2=O)n1-c1ccc(S(=O)(=O)C(C)C)cc1C(=O)c1ccccc1F, NN, O. Yields the product CCCc1nnc2n1-c1ccc(S(=O)(=O)C(C)C)cc1C(c1ccccc1F)=NC2. As a reaction SMILES: [CH3:45][OH:46].[CH:1]([CH3:2])([CH3:3])[S:4](=[O:5])(=[O:6])[c:7]1[cH:8][cH:9][c:10](-[n:22]2[c:23]([CH2:30][N:31]3[C:13](=[O:32])[c:33]4[cH:34][cH:35][cH:36][cH:37][c:38]4[C:39]3=[O:40])[n:24][n:25][c:26]2[CH2:27][CH2:28][CH3:29])[c:11]([C:12]([c:14]2[c:15]([F:20])[cH:16][cH:17][cH:18][cH:19]2)=[O:41])[cH:21]1.[NH2:43][NH2:44].[OH2:42]>>[CH:1]([CH3:2])([CH3:3])[S:4](=[O:5])(=[O:6])[c:7]1[cH:8][cH:9][c:10]2[c:11]([cH:21]1)[C:12]([c:14]1[c:15]([F:20])[cH:16][cH:17][cH:18][cH:19]1)=[N:31][CH2:30][c:23]1[n:22]-2[c:26]([CH2:27][CH2:28][CH3:29])[n:25][n:24]1. Starting materials: FC1=CC=C(C=C1)C=1NC(NC1C1=CC=C(C=C1)F)=S (4,5-bis(4-fluorophenyl)-1H-imidazole-2-thione), BrCCCCBr (1,4-dibromobutane), CCOCC (ether). The solvent is O1CCOCC1 (dioxane). Yields the product C(CCCSC=1NC(=C(N1)C1=CC=C(C=C1)F)C1=CC=C(C=C1)F)SC=1NC(=C(N1)C1=CC=C(C=C1)F)C1=CC=C(C=C1)F (2,2'-[1,4-Butanediylbis(thio)]bis[4,5-bis(4-fluorophenyl)-1H-imidazole]), dihydrobromide. Reaction SMILES: [F:1][C:2]1[CH:7]=[CH:6][C:5]([C:8]2[NH:9][C:10](=[S:20])[NH:11][C:12]=2[C:13]2[CH:18]=[CH:17][C:16]([F:19])=[CH:15][CH:14]=2)=[CH:4][CH:3]=1.Br[CH2:22][CH2:23][CH2:24][CH2:25]Br.CCO[CH2:30][CH3:31]>O1CCOCC1>[CH2:22]([S:20][C:10]1[NH:11][C:12]([C:31]2[CH:30]=[CH:17][C:16]([F:19])=[CH:15][CH:14]=2)=[C:8]([C:5]2[CH:4]=[CH:3][C:2]([F:1])=[CH:7][CH:6]=2)[N:9]=1)[CH2:23][CH2:24][CH2:25][S:20][C:10]1[NH:11][C:12]([C:13]2[CH:18]=[CH:17][C:16]([F:19])=[CH:15][CH:14]=2)=[C:8]([C:5]2[CH:4]=[CH:3][C:2]([F:1])=[CH:7][CH:6]=2)[N:9]=1. Procedure details: A mixture of 4,5-bis(4-fluorophenyl)-1H-imidazole-2-thione (5.8 g, 0.02 mol) and 1,4-dibromobutane (4.3 g, 0.02 mol) in dioxane (75 ml) was refluxed one hour. After cooling, ether was added and the solid which formed was removed by filtration. This product was air dried and recrystallized from isopropanol to give the title compound as its dihydrobromide salt (hydrate), m.p. 172°-174°.